From a dataset of the Open Reaction Database (ORD), a public repository of structured organic reaction records. describe an organic reaction: reactants, conditions, products, and yield Starting materials: [N+](=O)([O-])C=1C=C2C(NC(NC2=CC1)=O)=O (6-nitroquinazoline-2,4(1H,3H)-dione), P(=O)(Cl)(Cl)Cl (phosphorus oxychloride), C(C)(C)N(C=O)C(C)C (diisopropylformamide), CC(CC)N (1-methylpropylamine). The solvent is O (water). Run at time 30 minute. The product is ClC1=NC2=CC=C(C=C2C(=N1)NC(CC)C)[N+](=O)[O-] (2-Chloro-4-(1-methylpropylamino)-6-nitroquinazoline). Yield: 68.9%. RXN SMILES: [N+:1]([C:4]1[CH:5]=[C:6]2[C:11](=[CH:12][CH:13]=1)[NH:10][C:9](=O)[NH:8][C:7]2=O)([O-:3])=[O:2].P(Cl)(Cl)([Cl:18])=O.C(N(C(C)C)C=O)(C)C.[CH3:30][CH:31]([NH2:34])[CH2:32][CH3:33]>O>[Cl:18][C:9]1[N:8]=[C:7]([NH:34][CH:31]([CH3:30])[CH2:32][CH3:33])[C:6]2[C:11](=[CH:12][CH:13]=[C:4]([N+:1]([O-:3])=[O:2])[CH:5]=2)[N:10]=1. Reported procedure: To 250 mg (1.21 mmol) of 6-nitroquinazoline-2,4(1H,3H)-dione were added 5.00 ml (53.64 mmol) of phosphorus oxychloride and 0.18 ml (1.21 mmol) of diisopropylformamide, and the resulting mixture was subjected to heating under reflux for 24 hours. After phosphorus oxychloride was removed in vacuo, the mixture was dissolved in 5 ml of acetonitrile, followed by addition of 1.23 ml (12.10 mmol) of 1-methylpropylamine under ice cooling and stirring under ice cooling for 30 minutes. To the reaction sol...